This data is from the Open Reaction Database (ORD), a public repository of structured organic reaction records. The task is: describe an organic reaction: reactants, conditions, products, and yield Reactants: CN1C(=O)C(=O)c2cc(S(=O)(=O)N3CCCC3COc3ccccc3)ccc21, O=C1Nc2ccc(S(=O)(=O)N3CCC3COc3ccccc3)cc2C1=O. The product is CN1C(=O)C(=O)c2cc(S(=O)(=O)N3CCC3COc3ccccc3)ccc21. Reaction SMILES: [CH3:1][N:2]1[C:3](=[O:28])[C:4](=[O:27])[c:5]2[cH:6][c:7]([S:11](=[O:12])(=[O:13])[N:14]3[CH:15]([CH2:19][O:20][c:21]4[cH:22][cH:23][cH:24][cH:25][cH:26]4)[CH2:16][CH2:17][CH2:18]3)[cH:8][cH:9][c:10]21.[O:29]([CH2:30][CH:31]1[CH2:32][CH2:33][N:34]1[S:35]([c:36]1[cH:37][c:38]2[c:39]([cH:40][cH:41]1)[NH:42][C:43](=[O:44])[C:45]2=[O:46])(=[O:47])=[O:48])[c:49]1[cH:50][cH:51][cH:52][cH:53][cH:54]1>>[CH3:1][N:2]1[C:3](=[O:28])[C:4](=[O:27])[c:5]2[cH:6][c:7]([S:11](=[O:12])(=[O:13])[N:14]3[CH:15]([CH2:19][O:20][c:21]4[cH:22][cH:23][cH:24][cH:25][cH:26]4)[CH2:17][CH2:18]3)[cH:8][cH:9][c:10]21.